This data is from the Open Reaction Database (ORD), a public repository of structured organic reaction records. The task is: describe an organic reaction: reactants, conditions, products, and yield Starting materials: CN(C)CCCCCOC1CCC(N(C)C(=O)Oc2ccc(Cl)cc2)CC1, ClCCl, [H][H], [K+], [K+], O=C([O-])[O-], O=C1OC(=O)c2ccccc21. Product: CN(C)CCCCCOC1CCC([N+](C)([O-])C(=O)Oc2ccc(Cl)cc2)CC1. As a reaction SMILES: [Cl:14][c:15]1[cH:16][cH:17][c:18]([O:21][C:22]([N:23]([CH3:24])[CH:25]2[CH2:26][CH2:27][CH:28]([O:31][CH2:32][CH2:33][CH2:34][CH2:35][CH2:36][N:37]([CH3:38])[CH3:39])[CH2:29][CH2:30]2)=[O:40])[cH:19][cH:20]1.[Cl:47][CH2:48][Cl:49].[H:1][H:2].[K+:41].[K+:42].[O-:43][C:44]([O-:45])=[O:46].[O:3]=[C:4]1[c:5]2[c:6]([cH:7][cH:8][cH:9][cH:10]2)[C:11](=[O:12])[O:13]1>>[O-:3][N+:23]([C:22]([O:21][c:18]1[cH:17][cH:16][c:15]([Cl:14])[cH:20][cH:19]1)=[O:40])([CH3:24])[CH:25]1[CH2:26][CH2:27][CH:28]([O:31][CH2:32][CH2:33][CH2:34][CH2:35][CH2:36][N:37]([CH3:38])[CH3:39])[CH2:29][CH2:30]1. The reactants are BrC1=CC(=C2C=NNC2=C1)NC(=O)C1=NC=CC=C1 (N-(6-Bromo-1H-indazol-4-yl)-2-pyridinecarboxamide), C(C)(=O)NC1=CC=C(C=C1)B(O)O ([4-(acetylamino)phenyl]boronic acid), C([O-])([O-])=O.[Na+].[Na+] (sodium carbonate). The reagents and catalysts are C1=CC=C(C=C1)P([C-]2C=CC=C2)C3=CC=CC=C3.C1=CC=C(C=C1)P([C-]2C=CC=C2)C3=CC=CC=C3.Cl[Pd]Cl.[Fe+2] (Pd(dppf)Cl2). Solvent: O1CCOCC1 (1,4-dioxane), O (water). The product is C(C)(=O)NC1=CC=C(C=C1)C1=CC(=C2C=NNC2=C1)NC(=O)C1=NC=CC=C1 (N-{6-[4-(Acetylamino)phenyl]-1H-indazol-4-yl}-2-pyridinecarboxamide). RXN SMILES: Br[C:2]1[CH:10]=[C:9]2[C:5]([CH:6]=[N:7][NH:8]2)=[C:4]([NH:11][C:12]([C:14]2[CH:19]=[CH:18][CH:17]=[CH:16][N:15]=2)=[O:13])[CH:3]=1.[C:20]([NH:23][C:24]1[CH:29]=[CH:28][C:27](B(O)O)=[CH:26][CH:25]=1)(=[O:22])[CH3:21].C(=O)([O-])[O-].[Na+].[Na+]>O1CCOCC1.O.C1C=CC(P(C2C=CC=CC=2)[C-]2C=CC=C2)=CC=1.C1C=CC(P(C2C=CC=CC=2)[C-]2C=CC=C2)=CC=1.Cl[Pd]Cl.[Fe+2]>[C:20]([NH:23][C:24]1[CH:29]=[CH:28][C:27]([C:2]2[CH:10]=[C:9]3[C:5]([CH:6]=[N:7][NH:8]3)=[C:4]([NH:11][C:12]([C:14]3[CH:19]=[CH:18][CH:17]=[CH:16][N:15]=3)=[O:13])[CH:3]=2)=[CH:26][CH:25]=1)(=[O:22])[CH3:21] |f:2.3.4,7.8.9.10|. Reported procedure: N-(6-Bromo-1H-indazol-4-yl)-2-pyridinecarboxamide (70 mg, 0.22 mmol), [4-(acetylamino)phenyl]boronic acid (47 mg, 0.26 mmol), Pd(dppf)Cl2 (22 mg, 0.027 mmol) and 2 M sodium carbonate (aq) (0.328 ml, 0.656 mmol) in 1,4-dioxane (1.5 ml) and water (1.5 ml) were heated in a Biotage microwave at 150° C. for 30 mins. The reaction was washed through a silica cartridge eluting with MeOH. The solvent was removed in vacuo. The residue was purified by HPLC using the method described below to afford the tit... Starting materials: CO, CC(=O)Nc1c(-c2ccccn2)cccc1[N+](=O)[O-], [Na+], [OH-]. Product: Nc1c(-c2ccccn2)cccc1[N+](=O)[O-]. As a reaction SMILES: [CH3:22][OH:23].[N+:1](=[O:2])([O-:3])[c:4]1[c:5]([NH:16][C:17](=[O:18])[CH3:19])[c:6](-[c:10]2[n:11][cH:12][cH:13][cH:14][cH:15]2)[cH:7][cH:8][cH:9]1.[Na+:21].[OH-:20]>>[N+:1](=[O:2])([O-:3])[c:4]1[c:5]([NH2:16])[c:6](-[c:10]2[n:11][cH:12][cH:13][cH:14][cH:15]2)[cH:7][cH:8][cH:9]1. Reactants: ClC1=CC=C(C=C1)CCC(CC(C(=O)OC)(C)C)=O (Methyl 6-(4-chlorophenyl)-2,2-dimethyl-4-oxohexanoate), N1=C(C=CC2=CC=CC=C12)COC=1C=C(C=CC1)NN (3-(Quinolin-2-ylmethoxy)phenylhydrazine), hydrazone, [OH-].[Na+] (NaOH). Solvent: C1(=CC=CC=C1)C (toluene), CC(=O)O (HOAc), ClCCCl (1,2-dichloroethane), CCOCC (Et2O). Reaction conditions: time 2 hour. Product: ClC1=CC=C(CC2=C(NC3=CC(=CC=C23)OCC2=NC3=CC=CC=C3C=C2)CC(C(=O)OC)(C)C)C=C1 (Methyl 3-[3-(4-chlorobenzyl)-6-(quinolin-2-ylmethoxy)indol-2-yl]-2,2-dimethylpropanoate). RXN SMILES: [Cl:1][C:2]1[CH:7]=[CH:6][C:5]([CH2:8][CH2:9][C:10](=O)[CH2:11][C:12]([CH3:18])([CH3:17])[C:13]([O:15][CH3:16])=[O:14])=[CH:4][CH:3]=1.[N:20]1[C:29]2[C:24](=[CH:25][CH:26]=[CH:27][CH:28]=2)[CH:23]=[CH:22][C:21]=1[CH2:30][O:31][C:32]1[CH:33]=[C:34]([NH:38]N)[CH:35]=[CH:36][CH:37]=1.[OH-].[Na+]>C1(C)C=CC=CC=1.CC(O)=O.CCOCC.ClCCCl>[Cl:1][C:2]1[CH:7]=[CH:6][C:5]([CH2:8][C:9]2[C:35]3[C:34](=[CH:33][C:32]([O:31][CH2:30][C:21]4[CH:22]=[CH:23][C:24]5[C:29](=[CH:28][CH:27]=[CH:26][CH:25]=5)[N:20]=4)=[CH:37][CH:36]=3)[NH:38][C:10]=2[CH2:11][C:12]([CH3:18])([CH3:17])[C:13]([O:15][CH3:16])=[O:14])=[CH:4][CH:3]=1 |f:2.3|. Procedure details: To a solution of methyl 6-(4-chlorophenyl)-2,2-dimethyl-4-oxohexanoate (Step C, 2.8 g) in toluene (30 mL) and glacial HOAc (15 mL) was added portion-wise solid 3-(quinolin-2-ylmethoxy)-phenylhydrazine (Step A, 3.2 g) and stirred at room temperature for 2 hours. The reaction mixture was diluted with Et2O (200 mL), washed with 1N NaOH, H2O, dried (Na2SO4) and evaporated to give crude hydrazone which was immediately treated as follows: the crude hydrazone was dissolved in a mixture of PPE(15 mL) an... The reactants are ClC1(C2CCC(C2CC1=O)CCCCC(CC)OC)Cl (6,6-Dichloro-2-(5-methoxyhept-1-yl)bicyclo[3.3.0]octan-7-one). The reagents and catalysts are [Zn] (zinc). The solvent is C(C)(=O)O (acetic acid). Yields the product COC(CCCCC1C2CC(CC2CC1)=O)CC (2-(5-methoxyhept-1-yl)bicyclo[3.3.0]octan-7-one). Reaction SMILES: Cl[C:2]1(Cl)[C:9](=[O:10])[CH2:8][CH:7]2[CH:3]1[CH2:4][CH2:5][CH:6]2[CH2:11][CH2:12][CH2:13][CH2:14][CH:15]([O:18][CH3:19])[CH2:16][CH3:17]>[Zn].C(O)(=O)C>[CH3:19][O:18][CH:15]([CH2:16][CH3:17])[CH2:14][CH2:13][CH2:12][CH2:11][CH:6]1[CH2:5][CH2:4][CH:3]2[CH:7]1[CH2:8][C:9](=[O:10])[CH2:2]2. Procedure: 6,6-Dichloro-2-(5-methoxyhept-1-yl)bicyclo[3.3.0]octan-7-one {1,1-dichlorohexahydro-4-(5-methoxyheptyl)-2(1H)-pentalenone} (45.9 g) is added to a 100 ml, round-bottomed flask fitted with a condenser. Powdered zinc metal (92 g) and glacial acetic acid (312 ml) are added to the flask and the solution allowed to reflux for an hour. The solution is filtered to remove the zinc and zinc chloride, formed in the reaction. The product is washed with an aqueous sodium bicarbonate solution and extracted th...